Dataset: the Open Reaction Database (ORD), a public repository of structured organic reaction records. Task: describe an organic reaction: reactants, conditions, products, and yield Starting materials: OCCCCCCOC1=CC=C(C=O)C=C1 (4-(6-hydroxyhexyloxy)benzaldehyde), CCOCC (Ether), COC1=C(CP(OC)(OC)=O)C=C(C=C1)OC (dimethyl 2,5-dimethoxybenzylphosphonate), [H-].[Na+] (sodium hydride). Run in CN(C)C=O (DMF), O (water), CN(C)C=O (DMF). Conditions: temperature 6 celsius, time 1.5 hour. The product is COC1=C(C=CC2=CC=C(C=C2)OCCCCCCO)C=C(C=C1)OC (6- (2',5'-dimethoxy-4-stilbenoxy)hexanol). As a reaction SMILES: [CH3:1][O:2][C:3]1[CH:15]=[CH:14][C:13]([O:16][CH3:17])=[CH:12][C:4]=1[CH2:5]P(=O)(OC)OC.[H-].[Na+].[OH:20][CH2:21][CH2:22][CH2:23][CH2:24][CH2:25][CH2:26][O:27][C:28]1[CH:35]=[CH:34][C:31]([CH:32]=O)=[CH:30][CH:29]=1.CCOCC>CN(C=O)C.O>[CH3:1][O:2][C:3]1[CH:15]=[CH:14][C:13]([O:16][CH3:17])=[CH:12][C:4]=1[CH:5]=[CH:32][C:31]1[CH:30]=[CH:29][C:28]([O:27][CH2:26][CH2:25][CH2:24][CH2:23][CH2:22][CH2:21][OH:20])=[CH:35][CH:34]=1 |f:1.2|. Reported procedure: A mixture of dimethyl 2,5-dimethoxybenzylphosphonate (2.92 g, 11.2 mmol) and sodium hydride (60% in oil, 1.08 g, 27.0 mmol) in dry DMF (92 ml) was cooled with in an ice-bath under argon. To this was added dropwise a solution of 4-(6-hydroxyhexyloxy)benzaldehyde (13) (2.50 g, 11.3 mmol) in dry DMF (55 ml). The reaction mixture was stirred at 6° C. for 1.5 h and then at room temperature for 4 h. Ether (300 ml) and water (250 ml) were added and the mixture shaken well. The organic layer was separat... The reactants are C(C)N(CC)CCNC(C1=C(C=CC(=C1)NS(=O)(=O)C)OC)=O (N-(diethylaminoethyl)-5-methanesulfonamido-2-methoxybenzamide), S(=O)(=O)(OC)OC (dimethyl sulfate), C([O-])([O-])=O.[K+].[K+] (potassium carbonate), resultant mixture. Solvent: CC(=O)C (acetone). The product is C(C)N(CC)CCNC(C1=C(C=CC(=C1)N(S(=O)(=O)C)C)OC)=O (N-(diethylaminoethyl)-2-methoxy-5-(N-methyl-methanesulfonamido)benzamide). Reaction SMILES: [CH2:1]([N:3]([CH2:6][CH2:7][NH:8][C:9](=[O:23])[C:10]1[CH:15]=[C:14]([NH:16][S:17]([CH3:20])(=[O:19])=[O:18])[CH:13]=[CH:12][C:11]=1[O:21][CH3:22])[CH2:4][CH3:5])[CH3:2].S(OC)(O[CH3:28])(=O)=O.C(=O)([O-])[O-].[K+].[K+]>CC(C)=O>[CH2:1]([N:3]([CH2:6][CH2:7][NH:8][C:9](=[O:23])[C:10]1[CH:15]=[C:14]([N:16]([CH3:28])[S:17]([CH3:20])(=[O:18])=[O:19])[CH:13]=[CH:12][C:11]=1[O:21][CH3:22])[CH2:4][CH3:5])[CH3:2] |f:2.3.4|. Procedure: To a solution of N-(diethylaminoethyl)-5-methanesulfonamido-2-methoxybenzamide in acetone are added dimethyl sulfate and potassium carbonate. The resultant mixture is refluxed for 2 hours. After evaporating the solvent, the residue is mixed with water and shaken with methylene chloride. The organic layer is washed with water, dried over anhydrous sodium sulfate, and concentrated in vacuum. The residue is washed with isopropyl ether to give N-(diethylaminoethyl)-2-methoxy-5-(N-methyl-methanesulfo... The reactants are [OH-].[K+] (potassium hydroxide), [BH4-].[K+] (potassium borohydride), Cl.C(C)(C)(C)C1=CC=C(C=C1)C(C1=CC=CC=C1)(O)C1CCN(CC1)CCCC(=O)C1=CC=C(C=C1)C(C)(C)C (4-[4-[α-(p-tert-butylphenyl) α-hydroxybenzyl]piperidino]-4'-tert-butylbutyrophenone hydrochloride). The solvent is CO (methanol), CO (methanol). The product is C(C)(C)(C)C1=CC=C(C=C1)C(C1=CC=CC=C1)(O)C1CCN(CC1)CCCC(O)C1=CC=C(C=C1)C(C)(C)C (4-[α-(p-tert-butylphenyl)-α-hydroxybenzyl]-α-(p-tert-butylphenyl)-1-piperidinebutanol). RXN SMILES: Cl.[C:2]([C:6]1[CH:11]=[CH:10][C:9]([C:12]([CH:20]2[CH2:25][CH2:24][N:23]([CH2:26][CH2:27][CH2:28][C:29]([C:31]3[CH:36]=[CH:35][C:34]([C:37]([CH3:40])([CH3:39])[CH3:38])=[CH:33][CH:32]=3)=[O:30])[CH2:22][CH2:21]2)([OH:19])[C:13]2[CH:18]=[CH:17][CH:16]=[CH:15][CH:14]=2)=[CH:8][CH:7]=1)([CH3:5])([CH3:4])[CH3:3].[OH-].[K+].[BH4-].[K+]>CO>[C:2]([C:6]1[CH:7]=[CH:8][C:9]([C:12]([CH:20]2[CH2:21][CH2:22][N:23]([CH2:26][CH2:27][CH2:28][CH:29]([C:31]3[CH:32]=[CH:33][C:34]([C:37]([CH3:40])([CH3:39])[CH3:38])=[CH:35][CH:36]=3)[OH:30])[CH2:24][CH2:25]2)([OH:19])[C:13]2[CH:18]=[CH:17][CH:16]=[CH:15][CH:14]=2)=[CH:10][CH:11]=1)([CH3:5])([CH3:4])[CH3:3] |f:0.1,2.3,4.5|. Reported procedure: To 8.0 g (0.0143 mole) of 4-[4-[α-(p-tert-butylphenyl) α-hydroxybenzyl]piperidino]-4'-tert-butylbutyrophenone hydrochloride dissolved in 50 ml of methanol is added with stirring a solution of 0.9 g (10% molar excess) of potassium hydroxide in methanol after which 1.54 g of potassium borohydride is added with stirring. The reaction mixture is allowed to react for about 3 hours at room temperature, after which the methanol is removed. Water is added to the remaining residue which is then extracted...